describe an organic reaction: reactants, conditions, products, and yield From a dataset of the Open Reaction Database (ORD), a public repository of structured organic reaction records. Starting materials: ClC1=NC=NC(=C1)OC1=CC=C(C=C1)NC(=O)NC1=CC=C(C=C1)C(C)(C)C (N-(4-(4-chloropyrimidin-6-yl-oxy)-phenyl)-N′-(4-tert-butylphenyl)-urea), C(C1=CC=CC=C1)N (benzylamine). Solvent: C(C)(C)O (isopropanol). Run at temperature 70 celsius, time 21 hour. Product: C(C1=CC=CC=C1)NC1=NC=NC(=C1)OC1=CC=C(C=C1)NC(=O)NC1=CC=C(C=C1)C(C)(C)C (N-(4-(4-Benzylaminopyrimidin-6-yl-oxy)-phenyl)-N′-(4-tert-butylphenyl)-urea). Reaction SMILES: Cl[C:2]1[CH:7]=[C:6]([O:8][C:9]2[CH:14]=[CH:13][C:12]([NH:15][C:16]([NH:18][C:19]3[CH:24]=[CH:23][C:22]([C:25]([CH3:28])([CH3:27])[CH3:26])=[CH:21][CH:20]=3)=[O:17])=[CH:11][CH:10]=2)[N:5]=[CH:4][N:3]=1.[CH2:29]([NH2:36])[C:30]1[CH:35]=[CH:34][CH:33]=[CH:32][CH:31]=1>C(O)(C)C>[CH2:29]([NH:36][C:2]1[CH:7]=[C:6]([O:8][C:9]2[CH:10]=[CH:11][C:12]([NH:15][C:16]([NH:18][C:19]3[CH:24]=[CH:23][C:22]([C:25]([CH3:28])([CH3:26])[CH3:27])=[CH:21][CH:20]=3)=[O:17])=[CH:13][CH:14]=2)[N:5]=[CH:4][N:3]=1)[C:30]1[CH:35]=[CH:34][CH:33]=[CH:32][CH:31]=1. Reported procedure: Under N2-atmosphere, a suspension of N-(4-(4-chloropyrimidin-6-yl-oxy)-phenyl)-N′-(4-tert-butylphenyl)-urea (397 mg, 1.00 mmol) and benzylamine (327 μM) in isopropanol (3 ml) is stirred for 21 h at 70° C. Then the reaction mixture is concentrated in vacuo, the residue re-dissolved in saturated NaHCO3 solution and AcOEt, the aqueous layer separated off and extracted twice with AcOEt. The organic phases are washed with water and brine, dried (Na2SO4) and concentrated. The crude product is dissolve... Starting materials: CC(C)OC1=C(C=CC=C1)N1CCNCC1 (1-[2-(methylethoxy)phenyl]piperazine), BrC=1C=C(SC1)C=O (4-bromo-2-thiophenecarboxaldehyde), [BH-](OC(=O)C)(OC(=O)C)OC(=O)C.[Na+] (NaBH(OAc)3), C(C)(=O)O (acetic acid), ClC(C)Cl (dichloroethane). Yields the product BrC=1C=C(SC1)CN1CCN(CC1)C1=C(C=CC=C1)OC(C)C (1-[(4-bromo-2-thienyl) methyl]-4-[2-(1-methylethoxy)phenyl]piperazine). Yield: 98.8%. As a reaction SMILES: [CH3:1][CH:2]([O:4][C:5]1[CH:10]=[CH:9][CH:8]=[CH:7][C:6]=1[N:11]1[CH2:16][CH2:15][NH:14][CH2:13][CH2:12]1)[CH3:3].[Br:17][C:18]1[CH:19]=[C:20]([CH:23]=O)[S:21][CH:22]=1.[BH-](OC(C)=O)(OC(C)=O)OC(C)=O.[Na+].C(O)(=O)C.ClC(Cl)C>>[Br:17][C:18]1[CH:19]=[C:20]([CH2:23][N:14]2[CH2:13][CH2:12][N:11]([C:6]3[CH:7]=[CH:8][CH:9]=[CH:10][C:5]=3[O:4][CH:2]([CH3:1])[CH3:3])[CH2:16][CH2:15]2)[S:21][CH:22]=1 |f:2.3|. Procedure details: A mixture of 1-[2-(methylethoxy)phenyl]piperazine (6.30 g, 0.029 mol), prepared as described by Martin and Scott, et al., J. Med. Chem., 1989, 32, 1052-1056, 4-bromo-2-thiophenecarboxaldehyde (5.50 g, 0.029 mol), NaBH(OAc)3 (8.00 g, 0.038 mol), acetic acid (1.70 g, 0.029 mol), and dichloroethane was stirred for several hours at room temperature. The reaction was then partitioned between diethyl ether/aqueous 10% Na2CO3 and the ether layer was separated, washed with saturated NaCl solution, dried... Product: CC(CO)Nc1ncc2c(n1)N(C1CCNCC1)C(=O)N(c1ccccc1Cl)C2. RXN SMILES: [CH2:1]([S:2](=[O:3])[c:10]1[n:11][cH:12][c:13]2[c:14]([n:15]1)[N:16]([CH:28]1[CH2:29][CH2:30][NH:31][CH2:32][CH2:33]1)[C:17](=[O:27])[N:18]([c:20]1[c:21]([Cl:26])[cH:22][cH:23][cH:24][cH:25]1)[CH2:19]2)[c:4]1[cH:5][cH:6][cH:7][cH:8][cH:9]1.[CH3:39][OH:40].[CH3:44][O:45][CH2:46][CH2:47][O:48][CH3:49].[Cl:41][CH2:42][Cl:43].[NH2:34][CH:35]([CH2:36][OH:37])[CH3:38]>>[c:10]1([NH:34][CH:35]([CH2:36][OH:37])[CH3:38])[n:11][cH:12][c:13]2[c:14]([n:15]1)[N:16]([CH:28]1[CH2:29][CH2:30][NH:31][CH2:32][CH2:33]1)[C:17](=[O:27])[N:18]([c:20]1[c:21]([Cl:26])[cH:22][cH:23][cH:24][cH:25]1)[CH2:19]2. Reactants: O=C1N(c2ccccc2Cl)Cc2cnc(S(=O)Cc3ccccc3)nc2N1C1CCNCC1, CO, COCCOC, ClCCl, CC(N)CO.